describe an organic reaction: reactants, conditions, products, and yield From a dataset of the Open Reaction Database (ORD), a public repository of structured organic reaction records. Reactants: C(C)C=1C=NC(=NC1)N1CCC(CC1)N1C([C@H](CCC1)NC)=O ((S)-1′-(5-ethylpyrimidin-2-yl)-3-(methylamino)-1,4′-bipiperidin-2-one), FC1=C(C=C(C(=C1)S(=O)(=O)C)F)F (1,2,4-trifluoro-5-(methylsulfonyl)benzene), C(=O)([O-])[O-].[Na+].[Na+] (Na2CO3). Run in CN(C)C=O (DMF). Conditions: temperature 130 celsius. Yields the product FC1=C(C=C(C(=C1)S(=O)(=O)C)F)N([C@@H]1C(N(CCC1)C1CCN(CC1)C1=NC=C(C=N1)CC)=O)C ((S)-3-((2,5-difluoro-4-(methylsulfonyl)phenyl)(methyl)amino)-1′-(5-ethylpyrimidin-2-yl)-1,4′-bipiperidin-2-one). Isolated yield 26.9%. RXN SMILES: [CH2:1]([C:3]1[CH:4]=[N:5][C:6]([N:9]2[CH2:14][CH2:13][CH:12]([N:15]3[CH2:20][CH2:19][CH2:18][C@H:17]([NH:21][CH3:22])[C:16]3=[O:23])[CH2:11][CH2:10]2)=[N:7][CH:8]=1)[CH3:2].[F:24][C:25]1[CH:30]=[C:29]([S:31]([CH3:34])(=[O:33])=[O:32])[C:28]([F:35])=[CH:27][C:26]=1F.C([O-])([O-])=O.[Na+].[Na+]>CN(C=O)C>[F:24][C:25]1[CH:30]=[C:29]([S:31]([CH3:34])(=[O:33])=[O:32])[C:28]([F:35])=[CH:27][C:26]=1[N:21]([CH3:22])[C@H:17]1[CH2:18][CH2:19][CH2:20][N:15]([CH:12]2[CH2:11][CH2:10][N:9]([C:6]3[N:5]=[CH:4][C:3]([CH2:1][CH3:2])=[CH:8][N:7]=3)[CH2:14][CH2:13]2)[C:16]1=[O:23] |f:2.3.4|. Procedure: (S)-1′-(5-ethylpyrimidin-2-yl)-3-(methylamino)-1,4′-bipiperidin-2-one (0.040 g, 0.13 mmol), 1,2,4-trifluoro-5-(methylsulfonyl)benzene (Preparation C, 0.053 g, 0.25 mmol) and Na2CO3 (0.040 g, 0.38 mmol) were dissolved in DMF (1 mL) and heated at 130° C. overnight. The reaction was concentrated and the residue was purified using preparative TLC (100% EtOAc) to afford (S)-3-((2,5-difluoro-4-(methylsulfonyl)phenyl)(methyl)amino)-1′-(5-ethylpyrimidin-2-yl)-1,4′-bipiperidin-2-one (0.018 g, 0.035 mmol,... Starting materials: CC(C)(C)c1cccc2c1SCC2(C)C, CC(=O)O, O=[N+]([O-])O. The product is CC(C)(C)c1cc([N+](=O)[O-])cc2c1SCC2(C)C. As a reaction SMILES: [C:1]([CH3:2])([CH3:3])([CH3:4])[c:5]1[cH:6][cH:7][cH:8][c:9]2[c:13]1[S:12][CH2:11][C:10]2([CH3:14])[CH3:15].[CH3:20][C:21](=[O:22])[OH:23].[OH:16][N+:17]([O-:18])=[O:19]>>[C:1]([CH3:2])([CH3:3])([CH3:4])[c:5]1[cH:6][c:7]([N+:17](=[O:16])[O-:18])[cH:8][c:9]2[c:13]1[S:12][CH2:11][C:10]2([CH3:14])[CH3:15]. Reactants: COC(=O)c1cc(C(F)(F)F)cc(N2CCCC2=O)c1F, [Li+], C1COCCO1, [OH-]. Product: O=C(O)c1cc(C(F)(F)F)cc(N2CCCC2=O)c1F. Reaction SMILES: [CH3:1][O:2][C:3]([c:4]1[c:5]([F:20])[c:6]([N:14]2[C:15](=[O:19])[CH2:16][CH2:17][CH2:18]2)[cH:7][c:8]([C:10]([F:11])([F:12])[F:13])[cH:9]1)=[O:21].[Li+:23].[O:24]1[CH2:25][CH2:26][O:27][CH2:28][CH2:29]1.[OH-:22]>>[O:2]=[C:3]([c:4]1[c:5]([F:20])[c:6]([N:14]2[C:15](=[O:19])[CH2:16][CH2:17][CH2:18]2)[cH:7][c:8]([C:10]([F:11])([F:12])[F:13])[cH:9]1)[OH:21]. The reactants are CC(=O)O, CC(=O)Nc1ccc(-c2ccccc2)c(C)c1, Cl, O. The product is Cc1cc(N)ccc1-c1ccccc1, Cl. Reaction SMILES: [CH3:20][C:21](=[O:22])[OH:23].[CH3:3][c:4]1[c:5](-[c:14]2[cH:15][cH:16][cH:17][cH:18][cH:19]2)[cH:6][cH:7][c:8]([NH:10][C:11]([CH3:12])=[O:13])[cH:9]1.[ClH:2].[OH2:1]>>[CH3:3][c:4]1[c:5](-[c:14]2[cH:15][cH:16][cH:17][cH:18][cH:19]2)[cH:6][cH:7][c:8]([NH2:10])[cH:9]1.[ClH:2]. Starting materials: C(#N)C=1C=C(C=CC1)C1=C(OCC(=O)OC(C)(C)C)C=CC(=C1)CN(S(=O)(=O)C1=CC=C(C=C1)F)C (t-butyl 2-(2-(3-cyanophenyl)-4-((4-fluoro-N-methylphenylsulfonamido)methyl)phenoxy)acetate). Solvent: C(=O)(C(F)(F)F)O (TFA), C(Cl)Cl (DCM). The product is C(#N)C=1C=C(C=CC1)C1=C(OCC(=O)O)C=CC(=C1)CN(S(=O)(=O)C1=CC=C(C=C1)F)C (2-(2-(3-cyanophenyl)-4-((4-fluoro-N-methylphenylsulfonamido)methyl)phenoxy)acetic acid). The yield is 43.6%. Reaction SMILES: [C:1]([C:3]1[CH:4]=[C:5]([C:9]2[CH:23]=[C:22]([CH2:24][N:25]([CH3:36])[S:26]([C:29]3[CH:34]=[CH:33][C:32]([F:35])=[CH:31][CH:30]=3)(=[O:28])=[O:27])[CH:21]=[CH:20][C:10]=2[O:11][CH2:12][C:13]([O:15]C(C)(C)C)=[O:14])[CH:6]=[CH:7][CH:8]=1)#[N:2]>C(O)(C(F)(F)F)=O.C(Cl)Cl>[C:1]([C:3]1[CH:4]=[C:5]([C:9]2[CH:23]=[C:22]([CH2:24][N:25]([CH3:36])[S:26]([C:29]3[CH:30]=[CH:31][C:32]([F:35])=[CH:33][CH:34]=3)(=[O:28])=[O:27])[CH:21]=[CH:20][C:10]=2[O:11][CH2:12][C:13]([OH:15])=[O:14])[CH:6]=[CH:7][CH:8]=1)#[N:2]. Procedure: t-butyl 2-(2-(3-cyanophenyl)-4-((4-fluoro-N-methylphenylsulfonamido)methyl)phenoxy)acetate (4) (780 mg; 1.53 mmol) was stirred in a mixture of TFA (15 mL) and DCM (30 mL) for 1 h. After concentration in vacuo, the residue was purified via reversed phase semi-preparative HPLC to yield 303 mg (43.6%) of 2-(2-(3-cyanophenyl)-4-((4-fluoro-N-methylphenylsulfonamido)methyl)phenoxy)acetic acid (Example 5) as a white solid. 1HNMR (CDCl3, 300 MHz): δ 7.84 (m, 3H), 7.75 (m, 1H), 7.61 (m, 1H), 7.50 (t, 1H)... The reactants are ClC1=NC=C(C=C1)NC(=S)N (2-chloro-5pyridylthiourea), C(C)(C)(C)OC(CN)=O (glycine tert-butyl ester), C1(CCCCC1)N=C=NC1CCCCC1 (dicyclohexylcarbodiimide). The solvent is C(C)(=O)OCC (ethyl acetate), ClCCl (dichloromethane). Yields the product ClC1=NC=C(C=C1C(NCC(=O)OC(C)(C)C)=N)N (tert-butyl N-[2-chloro-5-aminopyridyl(imino)methyl]-2-aminoethanoate). Isolated yield 35.7%. As a reaction SMILES: [Cl:1][C:2]1[CH:7]=[CH:6][C:5]([NH:8]C(N)=S)=[CH:4][N:3]=1.[C:12]([O:16][C:17](=[O:20])[CH2:18][NH2:19])([CH3:15])([CH3:14])[CH3:13].[CH:21]1([N:27]=C=NC2CCCCC2)CCCCC1>C(OCC)(=O)C.ClCCl>[Cl:1][C:2]1[C:7]([C:21](=[NH:27])[NH:19][CH2:18][C:17]([O:16][C:12]([CH3:15])([CH3:14])[CH3:13])=[O:20])=[CH:6][C:5]([NH2:8])=[CH:4][N:3]=1. Procedure: A solution of 1.2 g (6.4 mmol) of 2-chloro-5pyridylthiourea, 1 g (7.68 mmol) of glycine tert-butyl ester and 1.45 g (7.04 mmol) of dicyclohexylcarbodiimide in 30 ml of ethyl acetate is heated for 2.5 hr at 60° C. The dicyclohexylthiourea precipitate formed is eliminated by filtration. The filtrate is concentrated to dryness The product obtained is taken up in 20 ml of dichloromethane and then extracted with a 0.25 N aqueous hydrochloric acid solution (4 × 30 ml). The acid solution is then neutra...